describe an organic reaction: reactants, conditions, products, and yield From a dataset of the Open Reaction Database (ORD), a public repository of structured organic reaction records. The reactants are C(C1=CC=CC=C1)Br (Benzyl bromide), C(=O)C=1N=C(NC1)C (4-formyl-2-methylimidazole), C([O-])([O-])=O.[K+].[K+] (potassium carbonate). Solvent: CN(C)C=O (DMF). The product is C(C1=CC=CC=C1)N1C(=NC=C1C=O)C (1-Benzyl-5-formyl-2-methylimidazole). As a reaction SMILES: [CH2:1](Br)[C:2]1[CH:7]=[CH:6][CH:5]=[CH:4][CH:3]=1.[CH:9]([C:11]1[N:12]=[C:13]([CH3:16])[NH:14][CH:15]=1)=[O:10].C(=O)([O-])[O-].[K+].[K+]>CN(C=O)C>[CH2:1]([N:12]1[C:11]([CH:9]=[O:10])=[CH:15][N:14]=[C:13]1[CH3:16])[C:2]1[CH:7]=[CH:6][CH:5]=[CH:4][CH:3]=1 |f:2.3.4|. Procedure details: Benzyl bromide (21.4 ml, 0.18 mol) was added carefully to a mixture of 4-formyl-2-methylimidazole (18.1 g, 0.16 mol) and potassium carbonate (45.0 g, 0.33 mol) in DMF (100 ml) at 0° C. and the reaction mixture allowed to warm to ambient temperature. The mixture was then partitioned between EtOAc and saturated aqueous sodium hydrogen carbonate solution, the organic phase separated and dried. The volatiles were removed by evaporation to give the title compound as crude mixture of regioisomers 32.0...